This data is from the Open Reaction Database (ORD), a public repository of structured organic reaction records. The task is: describe an organic reaction: reactants, conditions, products, and yield Reactants: C(C1=CC=CC=C1)(=O)OCC (ethyl benzoate), COC=1C=CC(=CC1)P2(=S)SP(=S)(S2)C=3C=CC(=CC3)OC (Lawesson's reagent). Solvent: C=1(C(=CC=CC1)C)C (xylene). Yields the product C(C)OC(C1=CC=CC=C1)=S (thiobenzoic acid O-ethyl ester). The yield is 115.3%. RXN SMILES: [C:1]([O:9][CH2:10][CH3:11])(=O)[C:2]1[CH:7]=[CH:6][CH:5]=[CH:4][CH:3]=1.COC1C=CC(P2(SP(C3C=CC(OC)=CC=3)(=S)S2)=[S:21])=CC=1>C1(C)C(C)=CC=CC=1>[CH2:10]([O:9][C:1](=[S:21])[C:2]1[CH:7]=[CH:6][CH:5]=[CH:4][CH:3]=1)[CH3:11]. Reported procedure: Prepare a solution of ethyl benzoate (10 g, 66.5 mmol) in xylene (100 mL). Add Lawesson's reagent (14.5 g, 36 mmol). Reflux the reaction for 5 hours, then concentrate in vacuo to an oil. Chromatograph (silica gel, 100% Hexane) to afford thiobenzoic acid O-ethyl ester (6.9 g). 1H NMR (CDCl3) δ 8.20 (d, J=8 Hz, 2H), 7.52 (t, J=7 Hz, 1H), 7.39 (t, J=7 Hz, 2H), 4.69-4.78 (m, 2H), 1.55 (t, J=7 Hz, 3H). Starting materials: C(C)OC(C[C@H](CCC)NC1=C(C=CC=C1)N)=O ((S)-3-(2-Amino-phenylamino)-hexanoic acid ethyl ester), C(=O)(C=1NC=CN1)C=1NC=CN1 (carbonyl diimidazole). Run in C1CCOC1 (THF). Run at time 12 hour. The product is C(C)OC(C[C@H](CCC)N1C(NC2=C1C=CC=C2)=O)=O ((S)-3-(2-Oxo-2,3-dihydro-benzoimidazol-1-yl)-hexanoic acid ethyl ester). Yield: 97.4%. RXN SMILES: [CH2:1]([O:3][C:4](=[O:18])[CH2:5][C@@H:6]([NH:10][C:11]1[CH:16]=[CH:15][CH:14]=[CH:13][C:12]=1[NH2:17])[CH2:7][CH2:8][CH3:9])[CH3:2].[C:19](C1NC=CN=1)(C1NC=CN=1)=[O:20]>C1COCC1>[CH2:1]([O:3][C:4](=[O:18])[CH2:5][C@@H:6]([N:10]1[C:11]2[CH:16]=[CH:15][CH:14]=[CH:13][C:12]=2[NH:17][C:19]1=[O:20])[CH2:7][CH2:8][CH3:9])[CH3:2]. Procedure details: To a solution of (S)-3-(2-Amino-phenylamino)-hexanoic acid ethyl ester (650 mg, 2.6 mmol) in THF (10 mL) was added carbonyl diimidazole [CDI] (842 mg, 5.2 mmol) at room temperature under nitrogen atmosphere. The solution was stirred at the same temperature for 12 hours. The solution was concentrated and the residue was purified by CombiFlash with 20% EtOAc in Hexane as the eluent to afford the desirable product (S)-3-(2-Oxo-2,3-dihydro-benzoimidazol-1-yl)-hexanoic acid ethyl ester (700 mg, 98%) ... Starting materials: ClCCl, OCC1CCN(c2ccc(C(F)(F)F)cn2)CC1. Yields the product O=CC1CCN(c2ccc(C(F)(F)F)cn2)CC1. As a reaction SMILES: [Cl:19][CH2:20][Cl:21].[F:1][C:2]([c:3]1[cH:4][cH:5][c:6]([N:9]2[CH2:10][CH2:11][CH:12]([CH2:15][OH:16])[CH2:13][CH2:14]2)[n:7][cH:8]1)([F:17])[F:18]>>[F:1][C:2]([c:3]1[cH:4][cH:5][c:6]([N:9]2[CH2:10][CH2:11][CH:12]([CH:15]=[O:16])[CH2:13][CH2:14]2)[n:7][cH:8]1)([F:17])[F:18].